This data is from the Open Reaction Database (ORD), a public repository of structured organic reaction records. The task is: describe an organic reaction: reactants, conditions, products, and yield Reactants: O=C1C=CCO1, [Li]CCCC, CCCCCC, CC(=O)O, C1CCOC1, O, Cn1cncc1C1SCCCS1. Yields the product Cn1cncc1C1(C2COC(=O)C2)SCCCS1. RXN SMILES: [C:18]1(=[O:23])[CH:19]=[CH:20][CH2:21][O:22]1.[CH3:13][CH2:14][CH2:15][CH2:16][Li:17].[CH3:30][CH2:31][CH2:32][CH2:33][CH2:34][CH3:35].[CH3:36][C:37](=[O:38])[OH:39].[O:25]1[CH2:26][CH2:27][CH2:28][CH2:29]1.[OH2:24].[S:1]1[CH:2]([c:7]2[cH:8][n:9][cH:10][n:11]2[CH3:12])[S:3][CH2:4][CH2:5][CH2:6]1>>[S:1]1[C:2]([c:7]2[cH:8][n:9][cH:10][n:11]2[CH3:12])([CH:20]2[CH2:19][C:18](=[O:23])[O:22][CH2:21]2)[S:3][CH2:4][CH2:5][CH2:6]1.